From a dataset of the Open Reaction Database (ORD), a public repository of structured organic reaction records. describe an organic reaction: reactants, conditions, products, and yield Starting materials: CCCCCCCCCCCCCC(=O)OCC1(CO[Si](c2ccccc2)(c2ccccc2)C(C)(C)C)CCC(=O)O1, C1CCOC1. Product: CCCCCCCCCCCCCC(=O)OCC1(CO)CCC(=O)O1. RXN SMILES: [C:1]([Si:2]([c:3]1[cH:4][cH:5][cH:31][cH:32][cH:33]1)([O:6][CH2:7][C:8]1([CH2:14][O:15][C:16]([CH2:17][CH2:18][CH2:19][CH2:20][CH2:21][CH2:22][CH2:23][CH2:24][CH2:25][CH2:26][CH2:27][CH2:28][CH3:29])=[O:30])[CH2:9][CH2:10][C:11](=[O:13])[O:12]1)[c:34]1[cH:35][cH:36][cH:37][cH:38][cH:39]1)([CH3:40])([CH3:41])[CH3:42].[CH2:43]1[O:44][CH2:45][CH2:46][CH2:47]1>>[OH:6][CH2:7][C:8]1([CH2:14][O:15][C:16]([CH2:17][CH2:18][CH2:19][CH2:20][CH2:21][CH2:22][CH2:23][CH2:24][CH2:25][CH2:26][CH2:27][CH2:28][CH3:29])=[O:30])[CH2:9][CH2:10][C:11](=[O:13])[O:12]1. Starting materials: C[C@@]1([C@@H](O[C@@H]([C@H]1O)CO)N1N=CC=2C1=NC=NC2NO)O (1-(2′-C-methyl-β-D-ribofuranosyl)-4-hydroxylamino-pyrazolo[3,4-d]pyrimidine), O(C)N (methoxylamine). The product is C[C@@]1([C@@H](O[C@@H]([C@H]1O)CO)N1N=CC=2C1=NC=NC2NOC)O (1-(2′-C-methyl-β-D-ribofuranosyl)-4-methoxylamino-pyrazolo[3,4-d]pyrimidine). Reaction SMILES: [CH3:1][C@@:2]1([OH:21])[C@H:6]([OH:7])[C@@H:5]([CH2:8][OH:9])[O:4][C@H:3]1[N:10]1[C:14]2=[N:15][CH:16]=[N:17][C:18]([NH:19][OH:20])=[C:13]2[CH:12]=[N:11]1.O(N)[CH3:23]>>[CH3:1][C@@:2]1([OH:21])[C@H:6]([OH:7])[C@@H:5]([CH2:8][OH:9])[O:4][C@H:3]1[N:10]1[C:14]2=[N:15][CH:16]=[N:17][C:18]([NH:19][O:20][CH3:23])=[C:13]2[CH:12]=[N:11]1. Procedure: Nucleoside 119 was prepared from the nucleoside 143 (Example 6, step 3) substituting hydroxylamine for methoxylamine. Reactants: BrCc1ccccc1, CCOC(=O)c1cc[nH]c1C, [H-], [Na+], CN(C)C=O. The product is CCOC(=O)c1ccn(Cc2ccccc2)c1C. RXN SMILES: [Br:12][CH2:13][c:14]1[cH:15][cH:16][cH:17][cH:18][cH:19]1.[CH2:1]([CH3:2])[O:3][C:4](=[O:5])[c:6]1[c:7]([CH3:11])[nH:8][cH:9][cH:10]1.[H-:21].[Na+:20].[O:22]=[CH:23][N:24]([CH3:25])[CH3:26]>>[CH2:1]([CH3:2])[O:3][C:4](=[O:5])[c:6]1[c:7]([CH3:11])[n:8]([CH2:13][c:14]2[cH:15][cH:16][cH:17][cH:18][cH:19]2)[cH:9][cH:10]1. Reactants: CCOC(=O)C1CN(C(=O)OC(C)(C)C)CCC1OS(C)(=O)=O, c1ccccc1. The product is CCOC(=O)C1=CCCN(C(=O)OC(C)(C)C)C1. As a reaction SMILES: [CH3:1][S:2]([O:3][CH:6]1[CH:7]([C:19](=[O:20])[O:21][CH2:22][CH3:23])[CH2:8][N:9]([C:12](=[O:13])[O:14][C:15]([CH3:16])([CH3:17])[CH3:18])[CH2:10][CH2:11]1)(=[O:4])=[O:5].[cH:24]1[cH:25][cH:26][cH:27][cH:28][cH:29]1>>[CH:6]1=[C:7]([C:19](=[O:20])[O:21][CH2:22][CH3:23])[CH2:8][N:9]([C:12](=[O:13])[O:14][C:15]([CH3:16])([CH3:17])[CH3:18])[CH2:10][CH2:11]1. Starting materials: BrC=1C=C(C=C2C=CC=NC12)CO[Si](C)(C)C(C)(C)C (8-bromo-6-({[(1,1-dimethylethyl)(dimethyl)silyl]oxy}methyl)quinoline), C(CCC)[Li] (n-butyl lithium), CN(C)C=O (DMF). Solvent: C1CCOC1 (THF). Run at temperature -78 celsius, time 2 hour. Yields the product CC(C)(C)[Si](OCC=1C=C2C=CC=NC2=C(C1)C=O)(C)C (6-({[(1,1-Dimethylethyl)(dimethyl)silyl]oxy}methyl)-8-quinolinecarbaldehyde). RXN SMILES: Br[C:2]1[CH:3]=[C:4]([CH2:12][O:13][Si:14]([C:17]([CH3:20])([CH3:19])[CH3:18])([CH3:16])[CH3:15])[CH:5]=[C:6]2[C:11]=1[N:10]=[CH:9][CH:8]=[CH:7]2.C([Li])CCC.CN([CH:29]=[O:30])C>C1COCC1>[CH3:18][C:17]([Si:14]([CH3:16])([CH3:15])[O:13][CH2:12][C:4]1[CH:5]=[C:6]2[C:11](=[C:2]([CH:29]=[O:30])[CH:3]=1)[N:10]=[CH:9][CH:8]=[CH:7]2)([CH3:20])[CH3:19]. Reported procedure: To a THF (0.06 M) solution of 8-bromo-6-({[(1,1-dimethylethyl)(dimethyl)silyl]oxy}methyl)quinoline (1 eq.) was added at −78° C. n-butyl lithium (2.5 M in hexane, 2.1 eq.) dropwise over a period of 10 min. The resulting yellow solution was stirred at −78° C. for 15 min before DMF (2 eq.) was added dropwise over a period of 10 min. The now red solution was stirred at −78° C. for another 2 h before the reaction mixture was quenched with the addition of sat. aq. NH4Cl. The aqueous layer was separate... The reactants are N#CCCCOc1ccc(C(=O)O)cc1, N#Cc1cc(-c2cccnc2)nn1-c1ccc(N)cc1. The product is N#CCCCOc1ccc(C(=O)Nc2ccc(-n3nc(-c4cccnc4)cc3C#N)cc2)cc1. As a reaction SMILES: [C:1](#[N:2])[CH2:3][CH2:4][CH2:5][O:6][c:7]1[cH:8][cH:9][c:10]([C:11](=[O:12])[OH:13])[cH:14][cH:15]1.[n:16]1[cH:17][c:18](-[c:22]2[n:23][n:24](-[c:29]3[cH:30][cH:31][c:32]([NH2:35])[cH:33][cH:34]3)[c:25]([C:27]#[N:28])[cH:26]2)[cH:19][cH:20][cH:21]1>>[C:1](#[N:2])[CH2:3][CH2:4][CH2:5][O:6][c:7]1[cH:8][cH:9][c:10]([C:11](=[O:13])[NH:35][c:32]2[cH:31][cH:30][c:29](-[n:24]3[n:23][c:22](-[c:18]4[cH:17][n:16][cH:21][cH:20][cH:19]4)[cH:26][c:25]3[C:27]#[N:28])[cH:34][cH:33]2)[cH:14][cH:15]1. Starting materials: C[O-], CI, CO, [Cl-], [NH4+], [Na+], Cc1ccc(SC(C#N)c2cccc(C(=O)c3ccccc3)c2)cc1. Yields the product Cc1ccc(SC(C)(C#N)c2cccc(C(=O)c3ccccc3)c2)cc1. RXN SMILES: [CH3:26][O-:27].[CH3:29][I:30].[CH3:33][OH:34].[Cl-:31].[NH4+:32].[Na+:28].[c:1]1([CH3:25])[cH:2][cH:3][c:4]([S:7][CH:8]([C:9]#[N:10])[c:11]2[cH:12][c:13]([C:17]([c:18]3[cH:19][cH:20][cH:21][cH:22][cH:23]3)=[O:24])[cH:14][cH:15][cH:16]2)[cH:5][cH:6]1>>[c:1]1([CH3:25])[cH:2][cH:3][c:4]([S:7][C:8]([C:9]#[N:10])([c:11]2[cH:12][c:13]([C:17]([c:18]3[cH:19][cH:20][cH:21][cH:22][cH:23]3)=[O:24])[cH:14][cH:15][cH:16]2)[CH3:26])[cH:5][cH:6]1. Reaction SMILES: [CH3:1][c:2]1[c:3]([CH2:13][CH2:14][c:15]2[cH:16][cH:17][c:18]([CH2:21][OH:22])[cH:19][cH:20]2)[n:4][c:5](-[c:7]2[cH:8][cH:9][cH:10][cH:11][cH:12]2)[o:6]1.[CH3:66][c:67]1[cH:68][cH:69][cH:70][cH:71][cH:72]1.[CH3:73][CH2:74][O:75][C:76](=[O:77])[CH3:78].[O:54]=[C:55]([O:56][CH2:57][CH3:58])[N:59]=[N:60][C:61]([O:62][CH2:63][CH3:64])=[O:65].[O:79]1[CH2:80][CH2:81][CH2:82][CH2:83]1.[OH:23][c:24]1[c:25]([CH2:30][C:31](=[O:32])[O:33][CH3:34])[cH:26][cH:27][cH:28][cH:29]1.[c:35]1([P:36]([c:37]2[cH:38][cH:39][cH:40][cH:41][cH:42]2)[c:43]2[cH:44][cH:45][cH:46][cH:47][cH:48]2)[cH:49][cH:50][cH:51][cH:52][cH:53]1>>[CH3:1][c:2]1[c:3]([CH2:13][CH2:14][c:15]2[cH:16][cH:17][c:18]([CH2:21][O:22][c:24]3[c:25]([CH2:30][C:31](=[O:32])[O:33][CH3:34])[cH:26][cH:27][cH:28][cH:29]3)[cH:19][cH:20]2)[n:4][c:5](-[c:7]2[cH:8][cH:9][cH:10][cH:11][cH:12]2)[o:6]1. Yields the product COC(=O)Cc1ccccc1OCc1ccc(CCc2nc(-c3ccccc3)oc2C)cc1. Reactants: Cc1oc(-c2ccccc2)nc1CCc1ccc(CO)cc1, Cc1ccccc1, CCOC(C)=O, CCOC(=O)N=NC(=O)OCC, C1CCOC1, COC(=O)Cc1ccccc1O, c1ccc(P(c2ccccc2)c2ccccc2)cc1. Reactants: C(C)OP(OCC)(=O)CC1=CC=CC=C1 (benzylphosphonic acid diethyl ester), potassium tert.-butylate, C(C)OP(OCC)(=O)C(C1=CC=C(C=C1)Cl)O (α-hydroxy-4-chlorobenzylphosphonic acid diethyl ester), ice water. The solvent is O1CCCC1 (tetrahydrofuran), O1CCCC1 (tetrahydrofuran). Conditions: time 1 hour. The product is ClC1=CC=C(C=C1)C=CC1=CC=CC=C1 (1-(4-chlorophenyl)-2-phenyl-ethylene). Yield: 83.8%. RXN SMILES: C(OP([CH2:9][C:10]1[CH:15]=[CH:14][CH:13]=[CH:12][CH:11]=1)(=O)OCC)C.C(OP([CH:24](O)[C:25]1[CH:30]=[CH:29][C:28]([Cl:31])=[CH:27][CH:26]=1)(=O)OCC)C>O1CCCC1>[Cl:31][C:28]1[CH:29]=[CH:30][C:25]([CH:24]=[CH:9][C:10]2[CH:11]=[CH:12][CH:13]=[CH:14][CH:15]=2)=[CH:26][CH:27]=1. Reported procedure: 22.8 g (0.1 mol) of benzylphosphonic acid diethyl ester were added dropwise to a solution, cooled to 0° to 5° C., of 22.4 g (0.2 mol) of potassium tert.-butylate in 100 ml of tetrahydrofuran (dried over sodium) in the course of 15 l minutes. The mixture was stirred for one hour; a solution of 28 g (0.1 mol) of α-hydroxy-4-chlorobenzylphosphonic acid diethyl ester in 50 ml of tetrahydrofuran was then added to the mixture, while cooling to 0° to 5° C., and the mixture was stirred at room temperatu...